Dataset: the Open Reaction Database (ORD), a public repository of structured organic reaction records. Task: describe an organic reaction: reactants, conditions, products, and yield Starting materials: ClC1=NC=CC(=N1)NC=1C=C(C(=O)NC)C=CC1 (3-(2-chloropyrimidin-4-ylamino)-N-methylbenzamide), Cl.FC1=CC=C(OC2CNC2)C=C1 (3-(4-fluorophenoxy)azetidine hydrochloride), C(C)N(C(C)C)C(C)C (N-ethyl-N-isopropylpropan-2-amine). The solvent is CC(C)O (2-propanol). Run at temperature 84 celsius. Product: FC1=CC=C(OC2CN(C2)C2=NC=CC(=N2)NC=2C=C(C(=O)NC)C=CC2)C=C1 (3-(2-(3-(4-fluorophenoxy)azetidin-1-yl)pyrimidin-4-ylamino)-N-methylbenzamide). Isolated yield 75.8%. RXN SMILES: Cl[C:2]1[N:7]=[C:6]([NH:8][C:9]2[CH:10]=[C:11]([CH:16]=[CH:17][CH:18]=2)[C:12]([NH:14][CH3:15])=[O:13])[CH:5]=[CH:4][N:3]=1.Cl.[F:20][C:21]1[CH:31]=[CH:30][C:24]([O:25][CH:26]2[CH2:29][NH:28][CH2:27]2)=[CH:23][CH:22]=1.C(N(C(C)C)C(C)C)C>CC(O)C>[F:20][C:21]1[CH:31]=[CH:30][C:24]([O:25][CH:26]2[CH2:27][N:28]([C:2]3[N:7]=[C:6]([NH:8][C:9]4[CH:10]=[C:11]([CH:16]=[CH:17][CH:18]=4)[C:12]([NH:14][CH3:15])=[O:13])[CH:5]=[CH:4][N:3]=3)[CH2:29]2)=[CH:23][CH:22]=1 |f:1.2|. Procedure: To 3-(2-chloropyrimidin-4-ylamino)-N-methylbenzamide (90.0 mg, 0.343 mmol) and 3-(4-fluorophenoxy)azetidine hydrochloride (73.3 mg, 0.360 mmol) in a disposable sealed tube in 2-propanol (2.00 mL) was added N-ethyl-N-isopropylpropan-2-amine (0.179 mL, 1.028 mmol). The resulting reaction mixture was heated at 84° C. for 48 h, cooled to RT, filtered, rinsed with IPA, and concentrated under reduced pressure to afford 3-(2-(3-(4-fluorophenoxy)azetidin-1-yl)pyrimidin-4-ylamino)-N-methylbenzamide (102.... Reactants: Cc1oc(-c2ccc(C(F)(F)F)cc2)nc1-c1ccc(Br)cc1, CCO, Cc1ccccc1, COc1ccc(B(O)O)cc1, [Na+], [Na+], O=C([O-])[O-], O, OO, c1ccc(P(c2ccccc2)(c2ccccc2)[Pd](P(c2ccccc2)(c2ccccc2)c2ccccc2)(P(c2ccccc2)(c2ccccc2)c2ccccc2)P(c2ccccc2)(c2ccccc2)c2ccccc2)cc1. Product: COc1ccc(-c2ccc(-c3nc(-c4ccc(C(F)(F)F)cc4)oc3C)cc2)cc1. RXN SMILES: [Br:12][c:13]1[cH:14][cH:15][c:16](-[c:19]2[n:20][c:21](-[c:25]3[cH:26][cH:27][c:28]([C:31]([F:32])([F:33])[F:34])[cH:29][cH:30]3)[o:22][c:23]2[CH3:24])[cH:17][cH:18]1.[CH2:43]([OH:44])[CH3:45].[CH3:124][c:125]1[cH:126][cH:127][cH:128][cH:129][cH:130]1.[CH3:1][O:2][c:3]1[cH:4][cH:5][c:6]([B:9]([OH:10])[OH:11])[cH:7][cH:8]1.[Na+:35].[Na+:36].[O-:37][C:38](=[O:39])[O-:40].[OH2:123].[OH:41][OH:42].[cH:46]1[cH:47][cH:48][c:49]([P:50]([Pd:51]([P:52]([c:53]2[cH:54][cH:55][cH:56][cH:57][cH:58]2)([c:59]2[cH:60][cH:61][cH:62][cH:63][cH:64]2)[c:65]2[cH:66][cH:67][cH:68][cH:69][cH:70]2)([P:71]([c:72]2[cH:73][cH:74][cH:75][cH:76][cH:77]2)([c:78]2[cH:79][cH:80][cH:81][cH:82][cH:83]2)[c:84]2[cH:85][cH:86][cH:87][cH:88][cH:89]2)[P:90]([c:91]2[cH:92][cH:93][cH:94][cH:95][cH:96]2)([c:97]2[cH:98][cH:99][cH:100][cH:101][cH:102]2)[c:103]2[cH:104][cH:105][cH:106][cH:107][cH:108]2)([c:109]2[cH:110][cH:111][cH:112][cH:113][cH:114]2)[c:115]2[cH:116][cH:117][cH:118][cH:119][cH:120]2)[cH:121][cH:122]1>>[CH3:1][O:2][c:3]1[cH:4][cH:5][c:6](-[c:13]2[cH:14][cH:15][c:16](-[c:19]3[n:20][c:21](-[c:25]4[cH:26][cH:27][c:28]([C:31]([F:32])([F:33])[F:34])[cH:29][cH:30]4)[o:22][c:23]3[CH3:24])[cH:17][cH:18]2)[cH:7][cH:8]1. Starting materials: COc1cc(O)c(C=O)cc1Br, O=C([O-])[O-], Cc1cc2c(cc1B(O)O)C(C)(C)CCC2(C)C, COCCOC, [K+], [K+], O, c1ccc(P(c2ccccc2)(c2ccccc2)[Pd](P(c2ccccc2)(c2ccccc2)c2ccccc2)(P(c2ccccc2)(c2ccccc2)c2ccccc2)P(c2ccccc2)(c2ccccc2)c2ccccc2)cc1. Product: COc1cc(O)c(C=O)cc1-c1cc2c(cc1C)C(C)(C)CCC2(C)C. RXN SMILES: [Br:1][c:2]1[cH:3][c:4]([CH:5]=[O:6])[c:7]([OH:12])[cH:8][c:9]1[O:10][CH3:11].[C:31](=[O:32])([O-:33])[O-:34].[CH3:13][c:14]1[c:15]([B:28]([OH:29])[OH:30])[cH:16][c:17]2[c:22]([cH:23]1)[C:21]([CH3:24])([CH3:25])[CH2:20][CH2:19][C:18]2([CH3:26])[CH3:27].[CH3:38][O:39][CH2:40][CH2:41][O:42][CH3:43].[K+:35].[K+:36].[OH2:37].[cH:44]1[cH:45][cH:46][c:47]([P:48]([Pd:49]([P:50]([c:51]2[cH:52][cH:53][cH:54][cH:55][cH:56]2)([c:57]2[cH:58][cH:59][cH:60][cH:61][cH:62]2)[c:63]2[cH:64][cH:65][cH:66][cH:67][cH:68]2)([P:69]([c:70]2[cH:71][cH:72][cH:73][cH:74][cH:75]2)([c:76]2[cH:77][cH:78][cH:79][cH:80][cH:81]2)[c:82]2[cH:83][cH:84][cH:85][cH:86][cH:87]2)[P:88]([c:89]2[cH:90][cH:91][cH:92][cH:93][cH:94]2)([c:95]2[cH:96][cH:97][cH:98][cH:99][cH:100]2)[c:101]2[cH:102][cH:103][cH:104][cH:105][cH:106]2)([c:107]2[cH:108][cH:109][cH:110][cH:111][cH:112]2)[c:113]2[cH:114][cH:115][cH:116][cH:117][cH:118]2)[cH:119][cH:120]1>>[c:2]1(-[c:15]2[c:14]([CH3:13])[cH:23][c:22]3[c:17]([cH:16]2)[C:18]([CH3:26])([CH3:27])[CH2:19][CH2:20][C:21]3([CH3:24])[CH3:25])[cH:3][c:4]([CH:5]=[O:6])[c:7]([OH:12])[cH:8][c:9]1[O:10][CH3:11]. The reactants are [BH4-], CCO, Cn1ccc(NC(=O)C(=CC2CCC(=O)C2)c2ccc(S(=O)(=O)C3CC3)c(C3CC3)c2)n1, ClC(Cl)Cl, [Na+], O. Yields the product Cn1ccc(NC(=O)C(=CC2CCC(O)C2)c2ccc(S(=O)(=O)C3CC3)c(C3CC3)c2)n1. RXN SMILES: [BH4-:33].[CH3:36][CH2:37][OH:38].[CH:1]1([c:4]2[cH:5][c:6]([C:16]([C:17](=[O:18])[NH:19][c:20]3[n:21][n:22]([CH3:25])[cH:23][cH:24]3)=[CH:26][CH:27]3[CH2:28][C:29](=[O:32])[CH2:30][CH2:31]3)[cH:7][cH:8][c:9]2[S:10](=[O:11])(=[O:12])[CH:13]2[CH2:14][CH2:15]2)[CH2:2][CH2:3]1.[CH:39]([Cl:40])([Cl:41])[Cl:42].[Na+:34].[OH2:35]>>[CH:1]1([c:4]2[cH:5][c:6]([C:16]([C:17](=[O:18])[NH:19][c:20]3[n:21][n:22]([CH3:25])[cH:23][cH:24]3)=[CH:26][CH:27]3[CH2:28][CH:29]([OH:32])[CH2:30][CH2:31]3)[cH:7][cH:8][c:9]2[S:10](=[O:11])(=[O:12])[CH:13]2[CH2:14][CH2:15]2)[CH2:2][CH2:3]1.